From a dataset of the Open Reaction Database (ORD), a public repository of structured organic reaction records. describe an organic reaction: reactants, conditions, products, and yield Product: CC(C)OC(C)C, CCOC(=O)CCC(O)(C(=O)c1ccccc1)c1ccccc1. Reaction SMILES: [CH2:26]([CH3:27])[O:28][C:29]([CH:30]=[CH2:31])=[O:32].[CH3:33][S:34]([CH3:35])=[O:36].[CH:3]([CH3:4])([CH3:5])[O:6][CH:7]([CH3:8])[CH3:9].[Na+:2].[OH-:1].[c:10]1([C:16](=[O:17])[CH:18]([OH:19])[c:20]2[cH:21][cH:22][cH:23][cH:24][cH:25]2)[cH:11][cH:12][cH:13][cH:14][cH:15]1>>[CH:3]([CH3:4])([CH3:5])[O:6][CH:7]([CH3:8])[CH3:9].[c:10]1([C:16](=[O:17])[C:18]([OH:19])([c:20]2[cH:21][cH:22][cH:23][cH:24][cH:25]2)[CH2:31][CH2:30][C:29]([O:28][CH2:26][CH3:27])=[O:32])[cH:11][cH:12][cH:13][cH:14][cH:15]1. Starting materials: C=CC(=O)OCC, CS(C)=O, CC(C)OC(C)C, [Na+], [OH-], O=C(c1ccccc1)C(O)c1ccccc1.